This data is from the Open Reaction Database (ORD), a public repository of structured organic reaction records. The task is: describe an organic reaction: reactants, conditions, products, and yield The reactants are ice water, COC1=C(C=O)C=C(C=C1)OC (2,5-dimethoxybenzaldehyde), C(#N)CC(=O)O (cyanoacetic acid), N1CCCCC1 (piperidine). Solvent: N1=CC=CC=C1 (pyridine). Run at temperature 80 celsius, time 2 hour. The product is COC1=C(C=C(C=C1)OC)C=CC#N (β-(2,5-Dimethoxyphenyl)acrylonitrile). The yield is 69.2%. Reaction SMILES: [CH3:1][O:2][C:3]1[CH:10]=[CH:9][C:8]([O:11][CH3:12])=[CH:7][C:4]=1[CH:5]=O.[C:13]([CH2:15]C(O)=O)#[N:14].N1CCCCC1>N1C=CC=CC=1>[CH3:1][O:2][C:3]1[CH:10]=[CH:9][C:8]([O:11][CH3:12])=[CH:7][C:4]=1[CH:5]=[CH:15][C:13]#[N:14]. Reported procedure: A mixture of 166 g of 2,5-dimethoxybenzaldehyde, 76 g of cyanoacetic acid, 5 ml of piperidine and 400 ml of pyridine was heated at 80° C understirring for 2 hours and then refluxed with heating at 140° C for 5 hours. After the reaction, the mixture was cooled to room temperature and poured into 2 liters of ice water. The precipitated crystals were filteredout and recrystallized from ethanol to give 117 g of the end product havinga melting point of 70 ~ 71° C (yield 62%). Starting materials: C(\C=C\C(=O)O)(=O)O (fumaric acid), ClC1=CC=C(NC2=NN=C(C3=CC=CC=C23)CC2=CC=NC=C2)C=C1 (1-(4-chloroanilino)-4-(4-pyridylmethyl)phthalazine), CO (methanol), CO (methanol). The product is C(\C=C\C(=O)O)(=O)O.ClC1=CC=C(NC2=NN=C(C3=CC=CC=C23)CC2=CC=NC=C2)C=C1.ClC1=CC=C(NC2=NN=C(C3=CC=CC=C23)CC2=CC=NC=C2)C=C1 (1-(4-Chloroanilino)-4-(4-pyridylmethyl)phthalazine hemifumarate). As a reaction SMILES: [C:1]([OH:8])(=[O:7])/[CH:2]=[CH:3]/[C:4]([OH:6])=[O:5].[Cl:9][C:10]1[CH:33]=[CH:32][C:13]([NH:14][C:15]2[C:24]3[C:19](=[CH:20][CH:21]=[CH:22][CH:23]=3)[C:18]([CH2:25][C:26]3[CH:31]=[CH:30][N:29]=[CH:28][CH:27]=3)=[N:17][N:16]=2)=[CH:12][CH:11]=1.CO>>[C:1]([OH:8])(=[O:7])/[CH:2]=[CH:3]/[C:4]([OH:6])=[O:5].[Cl:9][C:10]1[CH:11]=[CH:12][C:13]([NH:14][C:15]2[C:24]3[C:19](=[CH:20][CH:21]=[CH:22][CH:23]=3)[C:18]([CH2:25][C:26]3[CH:31]=[CH:30][N:29]=[CH:28][CH:27]=3)=[N:17][N:16]=2)=[CH:32][CH:33]=1.[Cl:9][C:10]1[CH:11]=[CH:12][C:13]([NH:14][C:15]2[C:24]3[C:19](=[CH:20][CH:21]=[CH:22][CH:23]=3)[C:18]([CH2:25][C:26]3[CH:31]=[CH:30][N:29]=[CH:28][CH:27]=3)=[N:17][N:16]=2)=[CH:32][CH:33]=1 |f:3.4.5|. Procedure: A solution of 0.696 g (6 mmol) fumaric acid in 20 ml methanol is added to a hot solution of 1.04 g (3 mmol) 1-(4-chloroanilino)-4-(4-pyridylmethyl)phthalazine in 30 ml methanol. As it cools to 0° C., crystals precipitate out; these are filtered off and recrystallized again from methanol. Title compound is obtained after drying under HV (8 h at 100° C.); m.p. 202° C. (decomp.); ESI-MS: (M+H)+=347.